Dataset: the Open Reaction Database (ORD), a public repository of structured organic reaction records. Task: describe an organic reaction: reactants, conditions, products, and yield Reactants: aqueous solution, [OH-].[Na+] (sodium hydroxide), C=O (formaldehyde), CC1=NC(=CN=C1)C (2,6-dimethylpyrazine), Cl.CNC (dimethylamine hydrochloride). Solvent: O (water). Yields the product CC1=NC(=CN=C1)CCN(C)C (2-methyl-6-dimethylaminoethylpyrazine), 2,5-isomer. Isolated yield 33.0%. RXN SMILES: [CH3:1][C:2]1[CH:7]=[N:6][CH:5]=[C:4]([CH3:8])[N:3]=1.Cl.[CH3:10][NH:11][CH3:12].[CH2:13]=O.[OH-].[Na+]>O>[CH3:1][C:2]1[CH:7]=[N:6][CH:5]=[C:4]([CH2:8][CH2:10][N:11]([CH3:13])[CH3:12])[N:3]=1 |f:1.2,4.5|. Reported procedure: A mixture of 2,6-dimethylpyrazine (Pyrazine Specialities, Inc., Atlanta, Georgia, containing 2%, 2,5-isomer) (15.5 g) and dimethylamine hydrochloride (13.0 g) was heated until it began refluxing, and then formaldehyde (22.5 g as 38% aqueous solution) was added over a 30-min period. The resulting solution was refluxed for 2 hours. The solution was cooled to room temperature and diluted with water, made basic by the addition of 10% aqueous solution of sodium hydroxide, and extracted with chlorofor...